This data is from the Open Reaction Database (ORD), a public repository of structured organic reaction records. The task is: describe an organic reaction: reactants, conditions, products, and yield Starting materials: BrC1=C(C(=CC(=C1)F)Br)OC (1,3-Dibromo-5-fluoro-2-methoxy-benzene), C1(=CC=CC=C1)CS (phenyl-methanethiol), CC1(C2=C(C(=CC=C2)P(C3=CC=CC=C3)C4=CC=CC=C4)OC5=C(C=CC=C51)P(C6=CC=CC=C6)C7=CC=CC=C7)C (Xantphos), CCN(C(C)C)C(C)C (DIPEA). Reagents/catalysts: C=1C=CC(=CC1)/C=C/C(=O)/C=C/C2=CC=CC=C2.C=1C=CC(=CC1)/C=C/C(=O)/C=C/C2=CC=CC=C2.C=1C=CC(=CC1)/C=C/C(=O)/C=C/C2=CC=CC=C2.[Pd].[Pd] (Pd2dba3). Product: C(C1=CC=CC=C1)SC1=C(C(=CC(=C1)F)Br)OC (1-Benzylsulfanyl-3-bromo-5-fluoro-2-methoxy-benzene). As a reaction SMILES: Br[C:2]1[CH:7]=[C:6]([F:8])[CH:5]=[C:4]([Br:9])[C:3]=1[O:10][CH3:11].[C:12]1([CH2:18][SH:19])[CH:17]=[CH:16][CH:15]=[CH:14][CH:13]=1.CC1(C)C2C(=C(P(C3C=CC=CC=3)C3C=CC=CC=3)C=CC=2)OC2C(P(C3C=CC=CC=3)C3C=CC=CC=3)=CC=CC1=2.CCN(C(C)C)C(C)C>C1C=CC(/C=C/C(/C=C/C2C=CC=CC=2)=O)=CC=1.C1C=CC(/C=C/C(/C=C/C2C=CC=CC=2)=O)=CC=1.C1C=CC(/C=C/C(/C=C/C2C=CC=CC=2)=O)=CC=1.[Pd].[Pd]>[CH2:18]([S:19][C:2]1[CH:7]=[C:6]([F:8])[CH:5]=[C:4]([Br:9])[C:3]=1[O:10][CH3:11])[C:12]1[CH:17]=[CH:16][CH:15]=[CH:14][CH:13]=1 |f:4.5.6.7.8|. Procedure details: 1,3-Dibromo-5-fluoro-2-methoxy-benzene (14.2 g, 50 mmol), phenyl-methanethiol (5.86 ml, 50 mmol), Pd2dba3 (1.145 g, 1.25 mmol, 2.5 mol-%), Xantphos (1.447 g, 2.5 mmol, 5 mol-%) and DIPEA (17.5 ml, 100 mmol) were dissolved in 130 ml dry, degassed 1,4-dioxane and heated to reflux for 3 h. After cooling down the mixture was filtrated and evaporated. The remaining solid (22 g) is chromatographed on silica gel using n-heptane-MTBE as eluent. Yield: 12.42 g, 76%. As a reaction SMILES: [H-].[Al+3].[Li+].[H-].[H-].[H-].[CH2:7]([N:14]1[C:19](=O)[CH2:18][O:17][CH:16]([CH2:21][O:22][C:23]2[CH:24]=[CH:25][CH:26]=[C:27]3[C:31]=2[CH2:30][CH:29]=[CH:28]3)[CH2:15]1)[C:8]1[CH:13]=[CH:12][CH:11]=[CH:10][CH:9]=1>O1CCCC1>[CH2:7]([N:14]1[CH2:19][CH2:18][O:17][CH:16]([CH2:21][O:22][C:23]2[CH:24]=[CH:25][CH:26]=[C:27]3[C:31]=2[CH2:30][CH:29]=[CH:28]3)[CH2:15]1)[C:8]1[CH:13]=[CH:12][CH:11]=[CH:10][CH:9]=1 |f:0.1.2.3.4.5|. Yields the product C(C1=CC=CC=C1)N1CC(OCC1)COC=1C=CC=C2C=CCC12 (4-benzyl-2-(7-indenyloxymethyl)morpholine). Run in O1CCCC1 (tetrahydrofuran), O1CCCC1 (tetrahydrofuran). The reactants are [H-].[Al+3].[Li+].[H-].[H-].[H-] (lithium aluminum hydride), C(C1=CC=CC=C1)N1CC(OCC1=O)COC=1C=CC=C2C=CCC12 (4-benzyl-2-(7-indenyloxymethyl)morpholin-5-one). Reported procedure: In 300 ml. of anhydrous tetrahydrofuran was suspended 20 g. of lithium aluminum hydride and after adding slowly to the suspension a solution prepared by dissolving 8.0 g. of 4-benzyl-2-(7-indenyloxymethyl)morpholin-5-one in 50 ml. of tetrahydrofuran, the mixture was treated in a similar manner as in Example 1 to provide 6.8 g. (yield 89%) of oily 4-benzyl-2-(7-indenyloxymethyl)morpholine. Isolated yield 89.0%. Reactants: CC(C)C[Al+]CC(C)C, Cl, CON(C)C(=O)C1CCC(F)(F)CC1, [H-], C1CCOC1, Cc1ccccc1. The product is O=CC1CCC(F)(F)CC1. As a reaction SMILES: [CH2:23]([Al+:24][CH2:25][CH:26]([CH3:27])[CH3:28])[CH:29]([CH3:30])[CH3:31].[ClH:32].[F:1][C:2]1([F:14])[CH2:3][CH2:4][CH:5]([C:8](=[O:9])[N:10]([O:11][CH3:12])[CH3:13])[CH2:6][CH2:7]1.[H-:22].[O:33]1[CH2:34][CH2:35][CH2:36][CH2:37]1.[c:15]1([CH3:16])[cH:17][cH:18][cH:19][cH:20][cH:21]1>>[F:1][C:2]1([F:14])[CH2:3][CH2:4][CH:5]([CH:8]=[O:9])[CH2:6][CH2:7]1. Starting materials: C(C)(C)(C)OC(=O)N[C@H](CO)C ((S)-2-(N-tert-butoxycarbonylamino)-1-propanol), ClC=1C=C(C(=O)OC)C=CC1O (methyl 3-chloro-4-hydroxybenzoate), N(=NC(=O)OC(C)C)C(=O)OC(C)C (diisopropyl azodicarboxylate). Run in C1CCOC1 (THF). Conditions: time 1.5 hour. The product is ClC=1C=C(C(=O)OC)C=CC1OC[C@H](C)N (methyl (S)-3-chloro-4-(2-amino-1-propoxy)benzoate). The yield is 45.2%. As a reaction SMILES: C(OC([NH:8][C@@H:9]([CH3:12])[CH2:10][OH:11])=O)(C)(C)C.[Cl:13][C:14]1[CH:15]=[C:16]([CH:21]=[CH:22][C:23]=1O)[C:17]([O:19][CH3:20])=[O:18].N(C(OC(C)C)=O)=NC(OC(C)C)=O>C1COCC1>[Cl:13][C:14]1[CH:15]=[C:16]([CH:21]=[CH:22][C:23]=1[O:11][CH2:10][C@@H:9]([NH2:8])[CH3:12])[C:17]([O:19][CH3:20])=[O:18]. Reported procedure: To a cooled (0° C.) solution of (S)-2-(N-tert-butoxycarbonylamino)-1-propanol (1.05 g, 5.99 mmol), methyl 3-chloro-4-hydroxybenzoate (1.12 g, 6.00 mmol), and PhP (2.36 g, 9.00 mmol) in THF (20 mL) was added diisopropyl azodicarboxylate (DIAD) (1.77 mL, 8.99 mmol), and the resulting mixture was heated under reflux for 2 days. The solution was evaporated off and the residue was dissolved in CH2Cl2 (20 mL) and TFA (10 mL). The resulting mixture was stirred at room temp for 1.5 hr. The solution was ...